From a dataset of the Open Reaction Database (ORD), a public repository of structured organic reaction records. describe an organic reaction: reactants, conditions, products, and yield Reactants: CN(C)S(=O)(=O)c1ccc2c(c1)CC(O)c1ccccc1S2, [Ca+2], [Cl-], [Cl-], Cl, c1ccccc1. Yields the product CN(C)S(=O)(=O)c1ccc2c(c1)CC(Cl)c1ccccc1S2. RXN SMILES: [CH3:2][N:3]([S:4](=[O:5])(=[O:6])[c:7]1[cH:8][c:9]2[c:10]([cH:21][cH:22]1)[S:11][c:12]1[c:13]([cH:17][cH:18][cH:19][cH:20]1)[CH:14]([OH:16])[CH2:15]2)[CH3:23].[Ca+2:26].[Cl-:24].[Cl-:25].[ClH:1].[cH:27]1[cH:28][cH:29][cH:30][cH:31][cH:32]1>>[Cl:1][CH:14]1[c:13]2[c:12]([cH:20][cH:19][cH:18][cH:17]2)[S:11][c:10]2[c:9]([cH:8][c:7]([S:4]([N:3]([CH3:2])[CH3:23])(=[O:5])=[O:6])[cH:22][cH:21]2)[CH2:15]1. Starting materials: CCC(=O)O, COc1ccc(S(=O)(=O)Cl)cc1, Cl, Nc1ccc2[nH]c(=O)c3[nH]ccc3c2c1. Reaction SMILES: [CH2:2]([CH3:3])[C:4](=[O:5])[OH:6].[CH3:22][O:23][c:24]1[cH:25][cH:26][c:27]([S:30](=[O:31])(=[O:32])[Cl:33])[cH:28][cH:29]1.[ClH:1].[NH2:7][c:8]1[cH:9][c:10]2[c:11]3[c:12]([c:13](=[O:18])[nH:14][c:15]2[cH:16][cH:17]1)[nH:19][cH:20][cH:21]3>>[CH2:2]([CH3:3])[C:4](=[O:5])[OH:6].[NH:7]([c:8]1[cH:9][c:10]2[c:11]3[c:12]([c:13](=[O:18])[nH:14][c:15]2[cH:16][cH:17]1)[nH:19][cH:20][cH:21]3)[S:30]([c:27]1[cH:26][cH:25][c:24]([O:23][CH3:22])[cH:29][cH:28]1)(=[O:31])=[O:32]. Yields the product CCC(=O)O, COc1ccc(S(=O)(=O)Nc2ccc3[nH]c(=O)c4[nH]ccc4c3c2)cc1. Starting materials: CN1C(NC(C=2N(C=NC12)CCCCP(OCC)(OCC)=O)=O)=O (diethyl [4-(3-methylxanthin-7-yl)-butyl]phosphonate), CC(CCl)CC (2-methylbutyl chloride). The product is CC(CCN1C(=O)N(C=2N=CN(C2C1=O)CCCCP(OCC)(OCC)=O)C)C (Diethyl [4-(1-(3-methylbutyl)-3-methylxanthin-7-yl)butyl]phosphonate). As a reaction SMILES: [CH3:1][N:2]1[C:10]2[N:9]=[CH:8][N:7]([CH2:11][CH2:12][CH2:13][CH2:14][P:15](=[O:22])([O:19][CH2:20][CH3:21])[O:16][CH2:17][CH3:18])[C:6]=2[C:5](=[O:23])[NH:4][C:3]1=[O:24].[CH3:25][CH:26]([CH2:29][CH3:30])[CH2:27]Cl>>[CH3:25][CH:26]([CH3:27])[CH2:29][CH2:30][N:4]1[C:5](=[O:23])[C:6]2[N:7]([CH2:11][CH2:12][CH2:13][CH2:14][P:15](=[O:22])([O:16][CH2:17][CH3:18])[O:19][CH2:20][CH3:21])[CH:8]=[N:9][C:10]=2[N:2]([CH3:1])[C:3]1=[O:24]. Procedure: The title substance was prepared from diethyl [4-(3-methylxanthin-7-yl)-butyl]phosphonate and 2-methylbutyl chloride analogously to Example 1 and chromatographed on silica gel (eluent: dichloromethane/methanol 10:1) The reactants are CNC(=O)NC (1,3-dimethyl urea), FC1=C(C=CC=C1)N=C=O (2-fluorophenylisocyanate). The solvent is C=1(C(=CC=CC1)C)C (xylene), C=1(C(=CC=CC1)C)C (xylene). Conditions: time 16 hour. The product is CNC(=O)N(C(=O)NC1=C(C=CC=C1)F)C (1,3-dimethyl-5-(2-fluorophenyl) biuret). Reaction SMILES: [CH3:1][NH:2][C:3]([NH:5][CH3:6])=[O:4].[F:7][C:8]1[CH:13]=[CH:12][CH:11]=[CH:10][C:9]=1[N:14]=[C:15]=[O:16]>C1(C)C(C)=CC=CC=1>[CH3:1][NH:2][C:3]([N:5]([CH3:6])[C:15]([NH:14][C:9]1[CH:10]=[CH:11][CH:12]=[CH:13][C:8]=1[F:7])=[O:16])=[O:4]. Reported procedure: To a solution of 8.8 g (0.1 mol) of 1,3-dimethyl urea dissolved in 30 ml of xylene there was added a solution of 13.7 g (0.1 mol) of 2-fluorophenylisocyanate dissolved in 30 ml of xylene. The resulting mixture was refluxed for 4 hours and then allowed to stand at ambient temperature for 16 hours. During this time the product crystallized and was removed by filtration. The product weighed 15.8 g. The NMR spectrum had a doublet at 2.86 ppm, a singlet at 3.25 ppm, and a multiplet structure at 7.2 p... The reactants are COC(=O)c1cc(Br)cc(C(F)(F)F)c1, C1COCCO1, Cn1cc(B2OC(C)(C)C(C)(C)O2)cn1, [Na+], [Na+], O=C([O-])[O-], O. Product: COC(=O)c1cc(-c2cnn(C)c2)cc(C(F)(F)F)c1. RXN SMILES: [Br:1][c:2]1[cH:3][c:4]([C:5](=[O:6])[O:7][CH3:8])[cH:9][c:10]([C:12]([F:13])([F:14])[F:15])[cH:11]1.[CH2:38]1[O:39][CH2:40][CH2:41][O:42][CH2:43]1.[CH3:17][n:18]1[n:19][cH:20][c:21]([B:23]2[O:24][C:25]([CH3:26])([CH3:27])[C:28]([CH3:29])([CH3:30])[O:31]2)[cH:22]1.[Na+:32].[Na+:33].[O-:34][C:35](=[O:36])[O-:37].[OH2:16]>>[c:2]1(-[c:21]2[cH:20][n:19][n:18]([CH3:17])[cH:22]2)[cH:3][c:4]([C:5](=[O:6])[O:7][CH3:8])[cH:9][c:10]([C:12]([F:13])([F:14])[F:15])[cH:11]1. Reactants: CCO, Cl, N=C(N)Nc1nc(CCl)cs1, [Na+], [OH-], O, COC(=O)CCS. Product: COC(=O)CC[SH](C)c1csc(NC(=N)N)n1. As a reaction SMILES: [CH3:22][CH2:23][OH:24].[ClH:1].[NH:2]([C:3](=[NH:4])[NH2:5])[c:6]1[s:7][cH:8][c:9]([CH2:11][Cl:12])[n:10]1.[Na+:21].[OH-:20].[OH2:25].[SH:13][CH2:14][CH2:15][C:16](=[O:17])[O:18][CH3:19]>>[NH:2]([C:3](=[NH:4])[NH2:5])[c:6]1[s:7][cH:8][c:9]([SH:13]([CH2:14][CH2:15][C:16](=[O:17])[O:18][CH3:19])[CH3:22])[n:10]1. Starting materials: CN(C)C=O, COc1cc([N+](=O)[O-])ccc1Cl, [H-], [Na+], OCCN1CCCC1. Product: COc1cc([N+](=O)[O-])ccc1OCCN1CCCC1. As a reaction SMILES: [CH3:23][N:24]([CH3:25])[CH:26]=[O:27].[Cl:11][c:12]1[c:13]([O:21][CH3:22])[cH:14][c:15]([N+:18](=[O:19])[O-:20])[cH:16][cH:17]1.[H-:9].[Na+:10].[OH:1][CH2:2][CH2:3][N:4]1[CH2:5][CH2:6][CH2:7][CH2:8]1>>[O:1]([CH2:2][CH2:3][N:4]1[CH2:5][CH2:6][CH2:7][CH2:8]1)[c:12]1[c:13]([O:21][CH3:22])[cH:14][c:15]([N+:18](=[O:19])[O-:20])[cH:16][cH:17]1. Starting materials: NC1=NC(=C(C(=N1)C(O)C)C1=CC=C(C=C1)Cl)N ((±)-2,6-diamino-5-(p-chlorophenyl)-α-methyl-4-pyrimidine methanol), Cl (HCl). Run in CCOCC (ether), CCOCC (ether). The product is Cl.NC1=NC(=C(C(=N1)C(O)C)C1=CC=C(C=C1)Cl)N ((±)-2,6-diamino-5-(p-chlorophenyl)-α-methyl-4-pyrimidine methanol, hydrochloride). RXN SMILES: [NH2:1][C:2]1[N:7]=[C:6]([CH:8]([CH3:10])[OH:9])[C:5]([C:11]2[CH:16]=[CH:15][C:14]([Cl:17])=[CH:13][CH:12]=2)=[C:4]([NH2:18])[N:3]=1.Cl>CCOCC>[ClH:17].[NH2:1][C:2]1[N:7]=[C:6]([CH:8]([CH3:10])[OH:9])[C:5]([C:11]2[CH:16]=[CH:15][C:14]([Cl:17])=[CH:13][CH:12]=2)=[C:4]([NH2:18])[N:3]=1 |f:3.4|. Procedure details: Dissolving (±)-2,6-diamino-5-(p-chlorophenyl)-α-methyl-4-pyrimidine methanol in a sufficient amount of ether and adding an ether solution saturated with HCl gas, gave (±)-2,6-diamino-5-(p-chlorophenyl)-α-methyl-4-pyrimidine methanol, hydrochloride, m.p. 265°-269°. The reactants are Cl (HCl), ON1C(CC(CC1(C)C)O)(C)C (1-oxyl-2,2,6,6-tetramethyl-4-hydroxypiperidine), Cl (HCl). The solvent is C(C)(C)O (isopropanol), C(C)(C)O (isopropanol). Conditions: temperature 20 celsius. The product is [Cl-].O[NH+]1C(CC(CC1(C)C)O)(C)C (1-Hydroxy-2,2,6,6-tetramethyl-4-hydroxypiperidinium Chloride). As a reaction SMILES: [ClH:1].[OH:2][N:3]1[C:8]([CH3:10])([CH3:9])[CH2:7][CH:6]([OH:11])[CH2:5][C:4]1([CH3:13])[CH3:12]>C(O)(C)C>[Cl-:1].[OH:2][NH+:3]1[C:8]([CH3:9])([CH3:10])[CH2:7][CH:6]([OH:11])[CH2:5][C:4]1([CH3:13])[CH3:12] |f:3.4|. Reported procedure: 67 mL of isopropanol is cooled to 0° C. and saturated with HCl gas. This solution is added dropwise to a mechanically stirred solution of 50 g (0.29 mol) 1-oxyl-2,2,6,6-tetramethyl-4-hydroxypiperidine in 130 mL of isopropanol, maintaining a reaction temperature of about 20° C. by occasionally cooling with an ice bath. The HCl salt is vacuum filtered and washed with isopropanol, giving a pale yellow solid. 5.0 g of this crude product is recrystallized from 100 mL isopropanol affording 3 g of a wh...